Task: describe an organic reaction: reactants, conditions, products, and yield. Dataset: the Open Reaction Database (ORD), a public repository of structured organic reaction records The reactants are Cl.NC(=N)N (guanidine hydrochloride), C[O-].[Na+] (sodium methoxide), Cl (hydrochloride), Cl (hydrogen chloride), C[C@@H]1N([C@@H](C=C1)C)CC(=O)OC (Methyl cis-(2,5-dimethyl-2,5-dihydropyrrol-1-yl)acetate). Run in CO (methanol), C(C)(C)O (isopropyl alcohol). Run at time 1 hour. Product: NC(=NC(CN1[C@H](C=C[C@H]1C)C)=O)N (N-Diaminomethylene-(cis-2,5-dihydro-2,5-dimethyl-1H-pyrrol-1-yl)acetamide). As a reaction SMILES: Cl.[NH2:2][C:3]([NH2:5])=[NH:4].C[O-].[Na+].[CH3:9][C@H:10]1[CH:14]=[CH:13][C@@H:12]([CH3:15])[N:11]1[CH2:16][C:17](OC)=[O:18].Cl>C(O)(C)C.CO>[NH2:4][C:3]([NH2:5])=[N:2][C:17](=[O:18])[CH2:16][N:11]1[C@H:12]([CH3:15])[CH:13]=[CH:14][C@@H:10]1[CH3:9] |f:0.1,2.3|. Procedure: A mixture of guanidine hydrochloride (0.6 g.) sodium methoxide (from 0.138 g. of sodium), and methanol (5 cm3) was stirred at room temperature for 1 hour. Methyl cis-(2,5-dimethyl-2,5-dihydropyrrol-1-yl)acetate was then added (0.6 g.) and the mixture stirred overnight (16 h.). The solution was then evaporated and the residue partitioned between water (1.5 cm3) and ether (3 cm3). After stirring at 0° C. for about 3 hours a white precipitate separated. The precipitate was collected and washed with... Reactants: C(C)OC(CCC=1N(C(=CC1)C1=CC=C(C=C1)C=1N=NNN1)C1=C(C=C(C=C1)C(N)=O)C)=O (3-[1-(4-Carbamoyl-2-methyl-phenyl)-5-[4-(2H-tetrazol-5-yl)-phenyl]-1H-pyrrol-2-yl]-propionic acid ethyl ester), [OH-].[Li+] (lithium hydroxide), ice water. Run in CO.C1CCOC1 (MeOH THF). Run at time 16 hour. The product is N=1NN=NC1C1=CC=C(C=C1)C1=CC=C(N1C1=C(C=C(C=C1)C(N)=O)C)CCC(=O)O (3-(5-(4-(2H-tetrazol-5-yl)phenyl)-1-(4-carbamoyl-2-methylphenyl)-1H-pyrrol-2-yl)propanoic acid). Isolated yield 100.1%. As a reaction SMILES: C([O:3][C:4](=[O:33])[CH2:5][CH2:6][C:7]1[N:8]([C:23]2[CH:28]=[CH:27][C:26]([C:29](=[O:31])[NH2:30])=[CH:25][C:24]=2[CH3:32])[C:9]([C:12]2[CH:17]=[CH:16][C:15]([C:18]3[N:19]=[N:20][NH:21][N:22]=3)=[CH:14][CH:13]=2)=[CH:10][CH:11]=1)C.[OH-].[Li+]>CO.C1COCC1>[N:22]1[NH:21][N:20]=[N:19][C:18]=1[C:15]1[CH:16]=[CH:17][C:12]([C:9]2[N:8]([C:23]3[CH:28]=[CH:27][C:26]([C:29](=[O:31])[NH2:30])=[CH:25][C:24]=3[CH3:32])[C:7]([CH2:6][CH2:5][C:4]([OH:33])=[O:3])=[CH:11][CH:10]=2)=[CH:13][CH:14]=1 |f:1.2,3.4|. Reported procedure: To 3-{1-(4-carbamoyl-2-methyl-phenyl)-5-[4-(2H-tetrazol-5-yl)-phenyl]-1H-pyrrol-2-yl}-propionic acid ethyl ester (26B) (16 mg, 0.035 mmoL) in 1:1 MeOH/THF (1.0 mL) was added aq. 1.0 N lithium hydroxide (2 eq). The reaction mixture was allowed to stir at rt for 16 h. The reaction mixture was poured into 10 mL ice-water solution which was extracted with diethyl ether. The aqueous layer was acidified with aq HCl (2 N) to pH=2, and then was extracted with diethyl ether. The combined organic layers w... Product: CC1NN(C(C1)=O)C1=CC=CC=C1 (3-methyl-1-phenyl-5-pyrazolidone). Reported procedure: 17.2 g of crotonic acid (MW 86.09, 0.2 mol) was added to 21.6 g of phenylhydrazine (MW 108.14, 0.2 mol), and the mixture was stirred for one hour while heating at 150-160° C. The reaction solution was dissolved in 500 ml of ether. The solution was washed twice with 100 ml of 10% aqueous solution of sodium hydroxide and once with 100 ml of water, followed by evaporation of the ether. The resulting solid was dried under reduced pressure and recrystallized from toluene to obtain 20.31 g of 3-methyl... Conditions: temperature 155 celsius, time 1 hour. The yield is 63.0%. RXN SMILES: [C:1]([OH:6])(=O)/[CH:2]=[CH:3]/[CH3:4].[C:7]1([NH:13][NH2:14])[CH:12]=[CH:11][CH:10]=[CH:9][CH:8]=1>CCOCC>[CH3:4][CH:3]1[CH2:2][C:1](=[O:6])[N:13]([C:7]2[CH:12]=[CH:11][CH:10]=[CH:9][CH:8]=2)[NH:14]1. The solvent is CCOCC (ether). Starting materials: C(\C=C\C)(=O)O (crotonic acid), C1(=CC=CC=C1)NN (phenylhydrazine). Reactants: C[Li] (methyllithium), CC1=C(C(=CC=C1)C)C=CC(C)=O (4-(2,6-dimethylphenyl)-3-buten-2-one), [NH4+].[Cl-] (NH4Cl), solution. The reagents and catalysts are [Cu]I (CuI). Solvent: O1CCCC1 (THF), O1CCCC1 (tetrahydrofuran). Reaction conditions: time 2 hour. Yields the product CC1=C(C(=CC=C1)C)C(CC(C)=O)C (4-(2,6-dimethylphenyl)-2-pentanone). RXN SMILES: [CH3:1][Li].[CH3:3][C:4]1[CH:9]=[CH:8][CH:7]=[C:6]([CH3:10])[C:5]=1[CH:11]=[CH:12][C:13](=[O:15])[CH3:14].[NH4+].[Cl-]>O1CCCC1.[Cu]I>[CH3:3][C:4]1[CH:9]=[CH:8][CH:7]=[C:6]([CH3:10])[C:5]=1[CH:11]([CH3:1])[CH2:12][C:13](=[O:15])[CH3:14] |f:2.3|. Reported procedure: To a mixture containing 20 g of CuI and 50 ml of tetrahydrofuran (THF) are added 105 ml of methyllithium dropwise during with agitation in a nitrogen atmosphere at a temperature of 0° C. or lower until the yellow precipitate barely dissolves. Then 8,7 g of 4-(2,6-dimethylphenyl)-3-buten-2-one in 50 ml of THF are added slowly at 0° C. The stirring is continued for an additional 2 h with a gradual increase of the temperature to +25° C. The reaction mixture obtained is hydrolysed with 300 ml of a s... The reactants are ClC1=NC=C(C(=N1)NCCC)I (2-chloro-5-iodo-N-propylpyrimidin-4-amine), C(CCC#C)N1C(C=2C(C1=O)=CC=CC2)=O (N-(4-pentynyl)phthalimide), O (water), C(C)(=O)OCC (ethyl acetate). Reagents/catalysts: Cl[Pd]([P](C1=CC=CC=C1)(C2=CC=CC=C2)C3=CC=CC=C3)([P](C4=CC=CC=C4)(C5=CC=CC=C5)C6=CC=CC=C6)Cl (bis(triphenylphosphine)palladium(II) dichloride), [Cu]I (copper(I) iodide). The solvent is CN(C=O)C (N,N-dimethylformamide), C(C)N(CC)CC (triethylamine). Run at temperature 60 celsius, time 15 minute. Product: ClC1=NC=C(C(=N1)NCCC)C#CCCCN1C(C2=CC=CC=C2C1=O)=O (2-(5-(2-chloro-4-(propylamino)pyrimidin-5-yl)-4-pentyn-1-yl)isoindoline-1,3-dione). Yield: 107.2%. As a reaction SMILES: [Cl:1][C:2]1[N:7]=[C:6]([NH:8][CH2:9][CH2:10][CH3:11])[C:5](I)=[CH:4][N:3]=1.[CH2:13]([N:18]1[C:22](=[O:23])[C:21]2=[CH:24][CH:25]=[CH:26][CH:27]=[C:20]2[C:19]1=[O:28])[CH2:14][CH2:15][C:16]#[CH:17].O.C(OCC)(=O)C>CN(C)C=O.C(N(CC)CC)C.Cl[Pd](Cl)([P](C1C=CC=CC=1)(C1C=CC=CC=1)C1C=CC=CC=1)[P](C1C=CC=CC=1)(C1C=CC=CC=1)C1C=CC=CC=1.[Cu]I>[Cl:1][C:2]1[N:7]=[C:6]([NH:8][CH2:9][CH2:10][CH3:11])[C:5]([C:17]#[C:16][CH2:15][CH2:14][CH2:13][N:18]2[C:19](=[O:28])[C:20]3[C:21](=[CH:24][CH:25]=[CH:26][CH:27]=3)[C:22]2=[O:23])=[CH:4][N:3]=1 |^1:50,69|. Procedure: To a solution of 2-chloro-5-iodo-N-propylpyrimidin-4-amine (F1, 1.45 g), N-(4-pentynyl)phthalimide (2.08 g), bis(triphenylphosphine)palladium(II) dichloride (171 mg) and copper(I) iodide (47 mg) in N,N-dimethylformamide (15 mL), triethylamine (3.4 mL) was added at room temperature, and the mixture was stirred at 60° C. for 1 hour and 15 minutes. The reaction mixture was cooled to room temperature, and then water and ethyl acetate were added to the reaction mixture. The organic layer was separate... Reactants: S(=O)(Cl)Cl (thionyl chloride), Cl (HCl), C(N)(=O)C1=NC=CC(=C1)OC1=C(C=C(C=C1)NC1=NC(=NC=C1C(=O)[O-])SC)F.[Na+] (sodium 4-(4-(2-carbamoylpyridin-4-yloxy)-3-fluorophenylamino)-2-(methylthio)pyrimidine-5-carboxylate), FC1=C(N)C=CC(=C1)F (2,4-difluoroaniline). Run in C1=CC=CC=C1 (benzene), O (water). Conditions: time 8 hour. Product: Cl.C(N)(=O)C1=NC=CC(=C1)OC1=C(C=C(C=C1)NC1=NC(=NC=C1C(=O)NC1=C(C=C(C=C1)F)F)SC)F (4-(4-(2-Carbamoylpyridin-4-yloxy)-3-fluorophenylamino)-N-(2,4-difluorophenyl)-2-(methylthio)pyrimidine-5-carboxamide, hydrochloride salt). The yield is 44.7%. RXN SMILES: [C:1]([C:4]1[CH:9]=[C:8]([O:10][C:11]2[CH:16]=[CH:15][C:14]([NH:17][C:18]3[C:23]([C:24]([O-])=[O:25])=[CH:22][N:21]=[C:20]([S:27][CH3:28])[N:19]=3)=[CH:13][C:12]=2[F:29])[CH:7]=[CH:6][N:5]=1)(=[O:3])[NH2:2].[Na+].S(Cl)([Cl:33])=O.[F:35][C:36]1[CH:42]=[C:41]([F:43])[CH:40]=[CH:39][C:37]=1[NH2:38].Cl>C1C=CC=CC=1.O>[ClH:33].[C:1]([C:4]1[CH:9]=[C:8]([O:10][C:11]2[CH:16]=[CH:15][C:14]([NH:17][C:18]3[C:23]([C:24]([NH:38][C:37]4[CH:39]=[CH:40][C:41]([F:43])=[CH:42][C:36]=4[F:35])=[O:25])=[CH:22][N:21]=[C:20]([S:27][CH3:28])[N:19]=3)=[CH:13][C:12]=2[F:29])[CH:7]=[CH:6][N:5]=1)(=[O:3])[NH2:2] |f:0.1,7.8|. Reported procedure: To a suspension of sodium 4-(4-(2-carbamoylpyridin-4-yloxy)-3-fluorophenylamino)-2-(methylthio)pyrimidine-5-carboxylate (2.94 g, 6.72 mmol) in benzene (75 mL) was added thionyl chloride (4.9 mL, 62 mmol) and the solution was refluxed for 3 h. The reaction mixture was cooled to room temperature and concentrated in vacuo. The residue was treated with benzene and again concentrated in vacuo to remove the residual thionyl chloride. The resulting solid was taken up in THF (75 mL) and was treated with... Reactants: N\C(=C/C(=O)NC1=CC(=C(C=C1)N1CCOCC1)C(F)(F)F)\C ((Z)-3-amino-N-(3-trifluoromethyl-4-morpholinophenyl)but-2-enamide), C(C)(OCC)(OCC)OCC (triethyl orthoacetate). Run at temperature 150 celsius, time 8 hour. The product is FC(C=1C=C(C=CC1N1CCOCC1)N1C(=NC(=CC1=O)C)C)(F)F (3-(3-trifluoromethyl-4-morpholinophenyl)-2,6-dimethylpyrimidin-4(3H)-one). The yield is 70.0%. Reaction SMILES: [NH2:1]/[C:2](/[CH3:23])=[CH:3]\[C:4]([NH:6][C:7]1[CH:12]=[CH:11][C:10]([N:13]2[CH2:18][CH2:17][O:16][CH2:15][CH2:14]2)=[C:9]([C:19]([F:22])([F:21])[F:20])[CH:8]=1)=[O:5].[C:24](OCC)(OCC)(OCC)[CH3:25]>>[F:20][C:19]([F:22])([F:21])[C:9]1[CH:8]=[C:7]([N:6]2[C:4](=[O:5])[CH:3]=[C:2]([CH3:23])[N:1]=[C:24]2[CH3:25])[CH:12]=[CH:11][C:10]=1[N:13]1[CH2:14][CH2:15][O:16][CH2:17][CH2:18]1. Procedure details: A mixture of (Z)-3-amino-N-(3-trifluoromethyl-4-morpholinophenyl)but-2-enamide (4.0 g, 12.1 mmol) and triethyl orthoacetate (10 mL) was stirred at 150° C. overnight. The mixture was cooled to rt and concentrated in vacuo. The residue was purified by a silica gel column chromatography (PE/EtOAc (V/V)=1:1) to give the title compound as a pale yellow solid (3.00 g, 70%). The compound was characterized by the following spectroscopic data: The reactants are C1(CCCCC1)N=C=NC1CCCCC1 (dicyclohexylcarbodiimide), C(#N)C1(CC(CCC1)C)C(=O)O (1-cyano-3-methyl-cyclohexanecarboxylic acid), C(CCCCC)C1=CC=C(C=C1)C1=CC=C(C=C1)O (4'-hexylbiphenyl-4-ol), C(C)N(C1=CC=NC=C1)CC (4-diethylaminopyridine). The solvent is C(Cl)Cl (CH2Cl2), C(Cl)Cl (methylene chloride). Conditions: time 2 hour. Product: C(#N)C1(CC(CCC1)C)C(=O)OC1=CC=C(C=C1)C1=CC=C(C=C1)CCCCCC (4'-hexylbiphenyl-4-yl 1-cyano-3-methylcyclohex-anecarboxylate). As a reaction SMILES: C1(N=C=NC2CCCCC2)CCCCC1.[C:16]([C:18]1([C:25]([OH:27])=[O:26])[CH2:23][CH2:22][CH2:21][CH:20]([CH3:24])[CH2:19]1)#[N:17].[CH2:28]([C:34]1[CH:39]=[CH:38][C:37]([C:40]2[CH:45]=[CH:44][C:43](O)=[CH:42][CH:41]=2)=[CH:36][CH:35]=1)[CH2:29][CH2:30][CH2:31][CH2:32][CH3:33].C(N(CC)C1C=CN=CC=1)C>C(Cl)Cl>[C:16]([C:18]1([C:25]([O:27][C:43]2[CH:44]=[CH:45][C:40]([C:37]3[CH:36]=[CH:35][C:34]([CH2:28][CH2:29][CH2:30][CH2:31][CH2:32][CH3:33])=[CH:39][CH:38]=3)=[CH:41][CH:42]=2)=[O:26])[CH2:23][CH2:22][CH2:21][CH:20]([CH3:24])[CH2:19]1)#[N:17]. Reported procedure: A solution of 23 g of dicyclohexylcarbodiimide in 50 ml of CH2Cl2 is added at room temperature to a mixture of 16 g of 1-cyano-3-methyl-cyclohexanecarboxylic acid, 25 g of 4'-hexylbiphenyl-4-ol, 1.2 g of 4-diethylaminopyridine and 200 ml of methylene chloride, and the mixture is stirred for 2 hours. Customary working up and separation by column chromatography (silica gel/toluene) and recrystallization gives the pure product 4'-hexylbiphenyl-4-yl 1-cyano-3-methylcyclohex-anecarboxylate, m.p. 51°. The reactants are N1C=NC(=C1)C#N (1H-imidazole-4-carbonitrile), CC[O-].[Na+] (sodium ethylate solution), BrCC(=O)OCC (ethyl bromoacetate). The solvent is C(C)O (ethanol). Run at time 16 hour. Yields the product C(C)OC(CN1C=NC(=C1)C#N)=O ([4-Cyano-1H-imidazol-1-yl]acetic acid ethyl ester). RXN SMILES: [NH:1]1[CH:5]=[C:4]([C:6]#[N:7])[N:3]=[CH:2]1.CC[O-].[Na+].Br[CH2:13][C:14]([O:16][CH2:17][CH3:18])=[O:15]>C(O)C>[CH2:17]([O:16][C:14](=[O:15])[CH2:13][N:1]1[CH:5]=[C:4]([C:6]#[N:7])[N:3]=[CH:2]1)[CH3:18] |f:1.2|. Procedure: 3.3 g (35.3 mmol) 1H-imidazole-4-carbonitrile [Matthews et al., J. Org. Chem. 1986, 51, 3228-3231] are initially introduced into 13.2 ml (11.5 g, 35.3 mmol) 21% strength sodium ethylate solution in ethanol and 4.3 ml (6.5 g, 38.9 mmol) ethyl bromoacetate are added. The reaction mixture is stirred at RT for 16 h. For working up, the solid which has precipitated out is filtered off, the residue on the filter is washed with ethanol and the filtrate is concentrated in vacuo. Diisopropyl ether is add... Reactants: [BH4-], O=C([O-])[O-], Cl, O=C1Nc2ccccc2SC1c1ccc(F)cc1, [K+], [K+], [Na+], C1CCOC1, O. Product: Fc1ccc(C2CNc3ccccc3S2)cc1. RXN SMILES: [BH4-:19].[C:22](=[O:23])([O-:24])[O-:25].[ClH:21].[F:1][c:2]1[cH:3][cH:4][c:5]([CH:8]2[S:9][c:10]3[c:11]([cH:15][cH:16][cH:17][cH:18]3)[NH:12][C:13]2=[O:14])[cH:6][cH:7]1.[K+:26].[K+:27].[Na+:20].[O:29]1[CH2:30][CH2:31][CH2:32][CH2:33]1.[OH2:28]>>[F:1][c:2]1[cH:3][cH:4][c:5]([CH:8]2[S:9][c:10]3[c:11]([cH:15][cH:16][cH:17][cH:18]3)[NH:12][CH2:13]2)[cH:6][cH:7]1.